This data is from the Open Reaction Database (ORD), a public repository of structured organic reaction records. The task is: describe an organic reaction: reactants, conditions, products, and yield Reactants: C(C)(=O)C1=CNC2=CC=CC=C12 (3-acetylindole), O(C(=O)OC(C)(C)C)C(=O)OC(C)(C)C ((BOC)2O), tertiary amine. The solvent is C1CCOC1 (THF). Yields the product C(C)(=O)C1=CN(C2=CC=CC=C12)C(=O)OC(C)(C)C (3-acetyl-1-(tert-butoxycarbonyl)-indole). RXN SMILES: [C:1]([C:4]1[C:12]2[C:7](=[CH:8][CH:9]=[CH:10][CH:11]=2)[NH:6][CH:5]=1)(=[O:3])[CH3:2].[O:13](C(OC(C)(C)C)=O)[C:14]([O:16][C:17]([CH3:20])([CH3:19])[CH3:18])=O>C1COCC1>[C:1]([C:4]1[C:12]2[C:7](=[CH:8][CH:9]=[CH:10][CH:11]=2)[N:6]([C:14]([O:16][C:17]([CH3:20])([CH3:19])[CH3:18])=[O:13])[CH:5]=1)(=[O:3])[CH3:2]. Procedure: To a stirred solution of 3-acetylindole (0.01 mol) in THF is added (BOC)2O (0.01 mol) and a tertiary amine base (0.01 mol), and the mixture is stirred. Reaction progress may be followed by TLC or HPLC. When a sufficient amount of desired product is formed, the mixture (or, optionally, the residue which is obtained after first rotary evaporating off the reaction solvent) is partitioned between ethyl acetate and an excess of about 0.1 M sodium hydroxide. The organic layer is washed with brine, dri... Yields the product FC1=C(C=CC=C1)C12NOCC1C(OC2)COC(C2=CC=CC=C2)(C2=CC=CC=C2)C2=CC=CC=C2 (6a-(2-fluorophenyl)-4-((trityloxy)methyl)hexahydrofuro[3,4-c]isoxazole). Yield: 67.0%. The solvent is C1(=CC=CC=C1)C (toluene). Reported procedure: A reactor was charged with 1-(2-fluorophenyl)-2-((1-(trityloxy)but-3-en-2-yl)oxy)ethanone (61.2 g, 1.0 equiv), toluene (428 mL) and sodium acetate (16.1 g, 1.5 equiv). Upon complete addition, the reaction mixture was stirred at ambient temperature for 5 minutes. Hydroxylamine hydrochloride (10.0 g, 1.1 Eq) was added and the suspension was heated to 111° C. After stirring for >20 hours at 111° C., the reaction mixture was allowed to cool down to ambient temperature, and the suspension was filtere... Conditions: time 5 minute. The reactants are FC1=C(C=CC=C1)C(COC(COC(C1=CC=CC=C1)(C1=CC=CC=C1)C1=CC=CC=C1)C=C)=O (1-(2-fluorophenyl)-2-((1-(trityloxy)but-3-en-2-yl)oxy)ethanone), C(C)(=O)[O-].[Na+] (sodium acetate), Cl.NO (Hydroxylamine hydrochloride). Reaction SMILES: [F:1][C:2]1[CH:7]=[CH:6][CH:5]=[CH:4][C:3]=1[C:8](=O)[CH2:9][O:10][CH:11]([CH:33]=[CH2:34])[CH2:12][O:13][C:14]([C:27]1[CH:32]=[CH:31][CH:30]=[CH:29][CH:28]=1)([C:21]1[CH:26]=[CH:25][CH:24]=[CH:23][CH:22]=1)[C:15]1[CH:20]=[CH:19][CH:18]=[CH:17][CH:16]=1.C([O-])(=O)C.[Na+].Cl.[NH2:42][OH:43]>C1(C)C=CC=CC=1>[F:1][C:2]1[CH:7]=[CH:6][CH:5]=[CH:4][C:3]=1[C:8]12[CH2:9][O:10][CH:11]([CH2:12][O:13][C:14]([C:27]3[CH:32]=[CH:31][CH:30]=[CH:29][CH:28]=3)([C:21]3[CH:26]=[CH:25][CH:24]=[CH:23][CH:22]=3)[C:15]3[CH:20]=[CH:19][CH:18]=[CH:17][CH:16]=3)[CH:33]1[CH2:34][O:43][NH:42]2 |f:1.2,3.4|.